From a dataset of the Open Reaction Database (ORD), a public repository of structured organic reaction records. describe an organic reaction: reactants, conditions, products, and yield Reactants: O=C(O)c1ccc(C2CC2)c(OCC2CC2)n1, CC(C)CC(N)C(N)=O. Yields the product CC(C)CC(NC(=O)c1ccc(C2CC2)c(OCC2CC2)n1)C(N)=O. Reaction SMILES: [CH:1]1([c:4]2[cH:5][cH:6][c:7]([C:15](=[O:16])[OH:17])[n:8][c:9]2[O:10][CH2:11][CH:12]2[CH2:13][CH2:14]2)[CH2:2][CH2:3]1.[NH2:18][CH:19]([C:20](=[O:21])[NH2:22])[CH2:23][CH:24]([CH3:25])[CH3:26]>>[CH:1]1([c:4]2[cH:5][cH:6][c:7]([C:15](=[O:17])[NH:18][CH:19]([C:20](=[O:21])[NH2:22])[CH2:23][CH:24]([CH3:25])[CH3:26])[n:8][c:9]2[O:10][CH2:11][CH:12]2[CH2:13][CH2:14]2)[CH2:2][CH2:3]1. Reactants: NC=1C(=C(C(=NC1C(F)(F)F)C(F)F)C(=O)OC)CC(C)C (Methyl 5-amino-2-(difluoromethyl)-4-(2-methylpropyl)-6-(trifluoromethyl)-3-pyridinecarboxylate), ClC=1SC(=C(N1)C(F)(F)F)C(=O)Cl (2-chloro-4-(trifluoromethyl)-5-thiazolecarbonyl chloride). The product is ClC=1SC(=C(N1)C(F)(F)F)C(=O)NC=1C(=C(C(=NC1C(F)(F)F)C(F)F)C(=O)OC)CC(C)C (Methyl 5-{[2-Chloro-4-(trifluoromethyl)-5-thiazolyl]carbonylamino}-2-(difluoromethyl)-4-(2-methylpropyl)-6-(trifluoromethyl)-3-pyridinecarboxylate). Reaction SMILES: [NH2:1][C:2]1[C:3]([CH2:19][CH:20]([CH3:22])[CH3:21])=[C:4]([C:15]([O:17][CH3:18])=[O:16])[C:5]([CH:12]([F:14])[F:13])=[N:6][C:7]=1[C:8]([F:11])([F:10])[F:9].[Cl:23][C:24]1[S:25][C:26]([C:33](Cl)=[O:34])=[C:27]([C:29]([F:32])([F:31])[F:30])[N:28]=1>>[Cl:23][C:24]1[S:25][C:26]([C:33]([NH:1][C:2]2[C:3]([CH2:19][CH:20]([CH3:22])[CH3:21])=[C:4]([C:15]([O:17][CH3:18])=[O:16])[C:5]([CH:12]([F:14])[F:13])=[N:6][C:7]=2[C:8]([F:10])([F:11])[F:9])=[O:34])=[C:27]([C:29]([F:30])([F:31])[F:32])[N:28]=1. Procedure: Methyl 5-amino-2-(difluoromethyl)-4-(2-methylpropyl)-6-(trifluoromethyl)-3-pyridinecarboxylate (example A1 of U.S. Pat. No. 5,114,465) was reacted with 2-chloro-4-(trifluoromethyl)-5-thiazolecarbonyl chloride according to the procedure in example 1 of U.S. Pat. No. 5,114,465 afforded the product. Starting materials: ClC1=C(C=O)C=CC=C1[N+](=O)[O-] (2-chloro-3-nitrobenzaldehyde), C1(=CC=CC=C1)B(O)O (phenylboronic acid), C(=O)([O-])[O-].[K+].[K+] (K2CO3). Reagents/catalysts: C=1C=CC(=CC1)[P](C=2C=CC=CC2)(C=3C=CC=CC3)[Pd]([P](C=4C=CC=CC4)(C=5C=CC=CC5)C=6C=CC=CC6)([P](C=7C=CC=CC7)(C=8C=CC=CC8)C=9C=CC=CC9)[P](C=1C=CC=CC1)(C=1C=CC=CC1)C=1C=CC=CC1 (Pd(PPh3)4). Run in O (water), C1(=CC=CC=C1)C (toluene), CCOCC (Et2O). Reaction conditions: temperature 110 celsius. Product: [N+](=O)([O-])C=1C=CC=C(C1C1=CC=CC=C1)C=O (6-nitrobiphenyl-2-carbaldehyde). The yield is 82.4%. As a reaction SMILES: Cl[C:2]1[C:9]([N+:10]([O-:12])=[O:11])=[CH:8][CH:7]=[CH:6][C:3]=1[CH:4]=[O:5].[C:13]1(B(O)O)[CH:18]=[CH:17][CH:16]=[CH:15][CH:14]=1.C([O-])([O-])=O.[K+].[K+]>C1(C)C=CC=CC=1.O.CCOCC.C1C=CC([P]([Pd]([P](C2C=CC=CC=2)(C2C=CC=CC=2)C2C=CC=CC=2)([P](C2C=CC=CC=2)(C2C=CC=CC=2)C2C=CC=CC=2)[P](C2C=CC=CC=2)(C2C=CC=CC=2)C2C=CC=CC=2)(C2C=CC=CC=2)C2C=CC=CC=2)=CC=1>[N+:10]([C:9]1[CH:8]=[CH:7][CH:6]=[C:3]([CH:4]=[O:5])[C:2]=1[C:13]1[CH:18]=[CH:17][CH:16]=[CH:15][CH:14]=1)([O-:12])=[O:11] |f:2.3.4,^1:44,46,65,84|. Procedure: A 250-mL 3-necked round-bottom flask was placed a solution of 2-chloro-3-nitrobenzaldehyde (5.3 g, 28.57 mmol, 1.00 equiv) in toluene (50 mL), phenylboronic acid (3.83 g, 31.39 mmol, 1.10 equiv), K2CO3 (7.88 g, 57.10 mmol, 2.00 equiv) in water (30 mL) and Pd(PPh3)4 (660 mg, 0.57 mmol, 0.02 equiv). The resulting mixture was heated to 110° C. for 30 hours. Upon completion, the reaction mixture was cooled and diluted with Et2O (1000 mL). After phase separation, organic layers were dried over anhydr... The reactants are ClC1=CC=C(CNC=2C=C3C(N(C(C3=CC2)=O)C(C)C)=O)C=C1 (5-(4-chloro-benzylamino)-2-isopropyl-isoindole-1,3-dione), N1=CC=CC=C1 (pyridine), CN1C=NC(=C1)S(=O)(=O)Cl (1-methyl-1H-imidazole-4-sulphonyl chloride). The solvent is ClCCl (dichloromethane). The product is ClC1=CC=C(CN(S(=O)(=O)C=2N=CN(C2)C)C=2C=C3C(N(C(C3=CC2)=O)C(C)C)=O)C=C1 (1-Methyl-1H-imidazole-4-sulfonic acid (4-chloro-benzyl)-(2-isopropyl-1,3-dioxo-2,3-dihydro-1-H-isoindol-5-yl)-amide). Isolated yield 7.0%. Reaction SMILES: [Cl:1][C:2]1[CH:23]=[CH:22][C:5]([CH2:6][NH:7][C:8]2[CH:9]=[C:10]3[C:14](=[CH:15][CH:16]=2)[C:13](=[O:17])[N:12]([CH:18]([CH3:20])[CH3:19])[C:11]3=[O:21])=[CH:4][CH:3]=1.N1C=CC=CC=1.[CH3:30][N:31]1[CH:35]=[C:34]([S:36](Cl)(=[O:38])=[O:37])[N:33]=[CH:32]1>ClCCl>[Cl:1][C:2]1[CH:23]=[CH:22][C:5]([CH2:6][N:7]([C:8]2[CH:9]=[C:10]3[C:14](=[CH:15][CH:16]=2)[C:13](=[O:17])[N:12]([CH:18]([CH3:20])[CH3:19])[C:11]3=[O:21])[S:36]([C:34]2[N:33]=[CH:32][N:31]([CH3:30])[CH:35]=2)(=[O:38])=[O:37])=[CH:4][CH:3]=1. Procedure: To a stirred solution of 5-(4-chloro-benzylamino)-2-isopropyl-isoindole-1,3-dione (50 mg, 0.15 mmol) and pyridine (36 μl, 0.45 mmol) in anhydrous dichloromethane (2 ml) was added 1-methyl-1H-imidazole-4-sulphonyl chloride (60 mg, 0.27 mmol) and the reaction heated at reflux for 15 hrs. The reaction was cooled and the solvent evaporated in vacuo. The crude residue was purified by preparative HPLC (Method D) to afford the title compound as a colourless solid (5 mg, 7%). HPLC retention time 8.14 mi...